describe an organic reaction: reactants, conditions, products, and yield From a dataset of the Open Reaction Database (ORD), a public repository of structured organic reaction records. Reactants: C1CCOC1, COCCO, CCOC(C)=O, Oc1cnc(Cl)c(F)c1, CC(C)OC(=O)N=NC(=O)OC(C)C, O, c1ccc(P(c2ccccc2)c2ccccc2)cc1. Product: COCCOc1cnc(Cl)c(F)c1. RXN SMILES: [CH2:48]1[O:49][CH2:50][CH2:51][CH2:52]1.[CH3:10][O:11][CH2:12][CH2:13][OH:14].[CH3:53][CH2:54][O:55][C:56]([CH3:57])=[O:58].[Cl:1][c:2]1[c:3]([F:9])[cH:4][c:5]([OH:8])[cH:6][n:7]1.[O:34]=[C:35]([O:36][CH:37]([CH3:38])[CH3:39])[N:40]=[N:41][C:42]([O:43][CH:44]([CH3:45])[CH3:46])=[O:47].[OH2:59].[c:15]1([P:16]([c:17]2[cH:18][cH:19][cH:20][cH:21][cH:22]2)[c:23]2[cH:24][cH:25][cH:26][cH:27][cH:28]2)[cH:29][cH:30][cH:31][cH:32][cH:33]1>>[Cl:1][c:2]1[c:3]([F:9])[cH:4][c:5]([O:8][CH2:13][CH2:12][O:11][CH3:10])[cH:6][n:7]1. The reactants are c1ccc(CNCc2ccccc2)cc1, CCO, OCn1nnc2ccccc21, c1ccc2[nH]nnc2c1. Yields the product c1ccc(CN(Cc2ccccc2)Cn2nnc3ccccc32)cc1. RXN SMILES: [CH2:12]([c:13]1[cH:14][cH:15][cH:16][cH:17][cH:18]1)[NH:19][CH2:20][c:21]1[cH:22][cH:23][cH:24][cH:25][cH:26]1.[CH3:36][CH2:37][OH:38].[n:1]1([CH2:10][OH:11])[n:2][n:3][c:4]2[c:5]1[cH:6][cH:7][cH:8][cH:9]2.[nH:27]1[c:28]2[cH:29][cH:30][cH:31][cH:32][c:33]2[n:34][n:35]1>>[n:1]1([CH2:10][N:19]([CH2:12][c:13]2[cH:14][cH:15][cH:16][cH:17][cH:18]2)[CH2:20][c:21]2[cH:22][cH:23][cH:24][cH:25][cH:26]2)[n:2][n:3][c:4]2[c:5]1[cH:6][cH:7][cH:8][cH:9]2. The reactants are ClC1=NC2=CC=C(C=C2C(=C1C1=CC=CC=C1)Cl)C(O)(C=1C=NC(=CC1)C(F)(F)F)C1=CN=CN1C ((2,4-Dichloro-3-phenylquinolin-6-yl)(1-methyl-1H-imidazol-5-yl) [6-(trifluoromethyl) pyridin-3-yl]methanol), FC(CO)(F)F (2,2,2-trifluoroethanol), C1(=CC=CC=C1)C (toluene), [H-].[Na+] (sodium hydride), FC(CO)(F)F (2,2,2-trifluoroethanol), [H-].[Na+] (sodium hydride). Solvent: CCOC(=O)C (EtOAc). Yields the product ClC1=C(C(=NC2=CC=C(C=C12)C(O)(C=1C=NC(=CC1)C(F)(F)F)C1=CN=CN1C)OCC(F)(F)F)C1=CC=CC=C1 ([4-Chloro-3-phenyl-2-(2,2,2-trifluoroethoxy)quinolin-6-yl](1-methyl-1H-imidazol-5-yl)[6-(trifluoromethyl)pyridin-3-yl]methanol). RXN SMILES: Cl[C:2]1[C:11]([C:12]2[CH:17]=[CH:16][CH:15]=[CH:14][CH:13]=2)=[C:10]([Cl:18])[C:9]2[C:4](=[CH:5][CH:6]=[C:7]([C:19]([C:31]3[N:35]([CH3:36])[CH:34]=[N:33][CH:32]=3)([C:21]3[CH:22]=[N:23][C:24]([C:27]([F:30])([F:29])[F:28])=[CH:25][CH:26]=3)[OH:20])[CH:8]=2)[N:3]=1.[F:37][C:38]([F:42])([F:41])[CH2:39][OH:40].C1(C)C=CC=CC=1.[H-].[Na+]>CCOC(C)=O>[Cl:18][C:10]1[C:9]2[C:4](=[CH:5][CH:6]=[C:7]([C:19]([C:31]3[N:35]([CH3:36])[CH:34]=[N:33][CH:32]=3)([C:21]3[CH:22]=[N:23][C:24]([C:27]([F:29])([F:30])[F:28])=[CH:25][CH:26]=3)[OH:20])[CH:8]=2)[N:3]=[C:2]([O:40][CH2:39][C:38]([F:42])([F:41])[F:37])[C:11]=1[C:12]1[CH:13]=[CH:14][CH:15]=[CH:16][CH:17]=1 |f:3.4|. Reported procedure: (2,4-Dichloro-3-phenylquinolin-6-yl)(1-methyl-1H-imidazol-5-yl) [6-(trifluoromethyl) pyridin-3-yl]methanol (200 mg, 0.378 mmol, Example 66), 2,2,2-trifluoroethanol (14.0 μL, 0.19 mmol), toluene (2 mL), and sodium hydride (60% dispersion in mineral oil, 19 mg, 0.47 mmol) were combined in a round bottom flask under an N2 atmosphere. The reaction solution was heated to reflux and refluxed overnight. Analysis showed the reaction had only progressed a moderate amount, so additional reagents were adde...